Dataset: the Open Reaction Database (ORD), a public repository of structured organic reaction records. Task: describe an organic reaction: reactants, conditions, products, and yield The reagents and catalysts are [Pd] (palladium on charcoal). Reaction conditions: time 8 hour. Yields the product CN1C(=CC=C1)CCC(C)=O (4-(1-Methyl-2-pyrryl)-butan-2-one). Reaction SMILES: [CH3:1][N:2]1[CH:6]=[CH:5][CH:4]=[C:3]1[CH:7]=[CH:8][C:9](=[O:11])[CH3:10]>[Pd].C(OCC)(=O)C>[CH3:1][N:2]1[CH:6]=[CH:5][CH:4]=[C:3]1[CH2:7][CH2:8][C:9](=[O:11])[CH3:10]. Yield: 81.4%. Run in C(C)(=O)OCC (ethyl acetate). Starting materials: CN1C(=CC=C1)C=CC(C)=O (4-(1-Methyl-2-pyrryl)-but-3-en-2-one). Reported procedure: A mixture of 4-(1-Methyl-2-pyrryl)-but-3-en-2-one (2.98 g) and 10% palladium on charcoal (0.2 g) was hydrogenated in ethyl acetate (50 ml) at room temperature and atmospheric pressure. The catalyst was removed by filtration the solvent evaporated, and the resulting oil left overnight to solidify in a refrigerator. The long, colourless needles which formed were washed with cold 60°-80° petrol to give 4-(1-Methyl-2-pyrryl)-butan-2-one (2.46 g). The reactants are CO, CN(C)C=O, [H][H], Cc1cc2c3c(cc(C)c2[nH]c1=O)C(C)C(C(C)N=[N+]=[N-])O3, C1CCOC1. Yields the product Cc1cc2c3c(cc(C)c2[nH]c1=O)C(C)C(C(C)N)O3. As a reaction SMILES: [CH3:25][OH:26].[CH3:32][N:33]([CH3:34])[CH:35]=[O:36].[H:23][H:24].[N:1](=[N+:2]=[N-:3])[CH:4]([CH3:5])[CH:6]1[CH:7]([CH3:22])[c:8]2[c:9]([c:10]3[cH:11][c:12]([CH3:20])[c:13](=[O:19])[nH:14][c:15]3[c:16]([CH3:18])[cH:17]2)[O:21]1.[O:27]1[CH2:28][CH2:29][CH2:30][CH2:31]1>>[NH2:1][CH:4]([CH3:5])[CH:6]1[CH:7]([CH3:22])[c:8]2[c:9]([c:10]3[cH:11][c:12]([CH3:20])[c:13](=[O:19])[nH:14][c:15]3[c:16]([CH3:18])[cH:17]2)[O:21]1. Starting materials: O1CCCC1 (tetrahydrofuran), BrC1=CC2=C(OCCN2)N=C1 (7-bromo-2,3-dihydro-1H-pyrido[2,3-b][1,4]oxazine), C(C)(=O)C1=CC=C(C=C1)B(O)O (4-acetylphenyl boronic acid), C([O-])([O-])=O.[K+].[K+] (potassium carbonate), tetrakis triphenylphosphine palladium. Solvent: O (water). Conditions: temperature 80 celsius, time 2 hour. Product: N1C2=C(OCC1)N=CC(=C2)C2=CC=C(C=C2)C(C)=O (1-[4-(2,3-dihydro-1H-pyrido[2,3-b][1,4]oxazin-7-yl)-phenyl]-ethanone). Isolated yield 62.7%. As a reaction SMILES: O1CCCC1.Br[C:7]1[CH:16]=[N:15][C:10]2[O:11][CH2:12][CH2:13][NH:14][C:9]=2[CH:8]=1.[C:17]([C:20]1[CH:25]=[CH:24][C:23](B(O)O)=[CH:22][CH:21]=1)(=[O:19])[CH3:18].C(=O)([O-])[O-].[K+].[K+]>O>[NH:14]1[CH2:13][CH2:12][O:11][C:10]2[N:15]=[CH:16][C:7]([C:23]3[CH:24]=[CH:25][C:20]([C:17](=[O:19])[CH3:18])=[CH:21][CH:22]=3)=[CH:8][C:9]1=2 |f:3.4.5|. Reported procedure: To 3 ml of tetrahydrofuran/0.5 ml of distilled water, 7-bromo-2,3-dihydro-1H-pyrido[2,3-b][1,4]oxazine (80.0 mg, 0.37 mmol), 4-acetylphenyl boronic acid (71 mg, 0.55 mmol), potassium carbonate (103 mg, 0.74 mmol) and tetrakis triphenylphosphine palladium (21 mg, 0.02 mmol) were added and stirred at 80° C. for 2 hours. After completion of the reaction, the mixture was extracted ethyl acetate, and the combined organic layer was dried over anhydrous sodium sulfate (Na2SO4), filtered and evaporated ...